Dataset: the Open Reaction Database (ORD), a public repository of structured organic reaction records. Task: describe an organic reaction: reactants, conditions, products, and yield Starting materials: COCc1ccc(-c2cn(-c3cc(C(=O)OC)c([N+](=O)[O-])cc3C(F)(F)F)cn2)cc1, C1CCOC1. Yields the product COCc1ccc(-c2cn(-c3cc(C(=O)OC)c(NO)cc3C(F)(F)F)cn2)cc1. Reaction SMILES: [CH3:1][O:2][C:3]([c:4]1[c:5]([N+:28](=[O:29])[O-:30])[cH:6][c:7]([C:24]([F:25])([F:26])[F:27])[c:8](-[n:10]2[cH:11][n:12][c:13](-[c:15]3[cH:16][cH:17][c:18]([CH2:21][O:22][CH3:23])[cH:19][cH:20]3)[cH:14]2)[cH:9]1)=[O:31].[O:32]1[CH2:33][CH2:34][CH2:35][CH2:36]1>>[CH3:1][O:2][C:3]([c:4]1[c:5]([NH:28][OH:29])[cH:6][c:7]([C:24]([F:25])([F:26])[F:27])[c:8](-[n:10]2[cH:11][n:12][c:13](-[c:15]3[cH:16][cH:17][c:18]([CH2:21][O:22][CH3:23])[cH:19][cH:20]3)[cH:14]2)[cH:9]1)=[O:31]. Reactants: OC1=C(C(=O)N2CCCC2)C=CC(=C1CC=C)O (1-[2,4-dihydroxy-3-(2-propenyl)benzoyl]pyrrolidine). Reagents/catalysts: [Pd] (Pd/C). Solvent: C(C)O (ethanol). Reaction conditions: time 3 hour. Product: OC1=C(C(=O)N2CCCC2)C=CC(=C1CCC)O (1-(2,4-Dihydroxy-3-propylbenzoyl)pyrrolidine). Yield: 86.0%. As a reaction SMILES: [OH:1][C:2]1[C:14]([CH2:15][CH:16]=[CH2:17])=[C:13]([OH:18])[CH:12]=[CH:11][C:3]=1[C:4]([N:6]1[CH2:10][CH2:9][CH2:8][CH2:7]1)=[O:5]>C(O)C.[Pd]>[OH:1][C:2]1[C:14]([CH2:15][CH2:16][CH3:17])=[C:13]([OH:18])[CH:12]=[CH:11][C:3]=1[C:4]([N:6]1[CH2:10][CH2:9][CH2:8][CH2:7]1)=[O:5]. Reported procedure: 1-[2,4-dihydroxy-3-(2-propenyl)benzoyl]pyrrolidine (750 mg) in 2 ml ethanol was hydrogenated at room temperature and 5 psi for three hours using 4% Pd/C as catalyst. The solvent was removed under vacuum and the residue was chromatographed on silica gel using 50/50 ethyl acetate/hexane as eluant to give the product (650 mg). Reactants: BrC=1C=NC=2N(C1)N=C(C2)C(=O)O (6-bromo-pyrazolo[1,5-a]pyrimidine-2-carboxylic acid), CS(=O)(=O)C=1C=C2CCNC(C2=CC1)C (6-Methanesulfonyl-1-methyl-1,2,3,4-tetrahydro-isoquinoline). Product: BrC=1C=NC=2N(C1)N=C(C2)C(=O)N2C(C1=CC=C(C=C1CC2)S(=O)(=O)C)C ((6-Bromo-pyrazolo[1,5-a]pyrimidin-2-yl)-(6-methanesulfonyl-1-methyl-3,4-dihydro-1H-isoquinolin-2-yl)-methanone). Reaction SMILES: [Br:1][C:2]1[CH:3]=[N:4][C:5]2[N:6]([N:8]=[C:9]([C:11]([OH:13])=O)[CH:10]=2)[CH:7]=1.[CH3:14][S:15]([C:18]1[CH:19]=[C:20]2[C:25](=[CH:26][CH:27]=1)[CH:24]([CH3:28])[NH:23][CH2:22][CH2:21]2)(=[O:17])=[O:16]>>[Br:1][C:2]1[CH:3]=[N:4][C:5]2[N:6]([N:8]=[C:9]([C:11]([N:23]3[CH2:22][CH2:21][C:20]4[C:25](=[CH:26][CH:27]=[C:18]([S:15]([CH3:14])(=[O:16])=[O:17])[CH:19]=4)[CH:24]3[CH3:28])=[O:13])[CH:10]=2)[CH:7]=1. Reported procedure: In close analogy to the procedure described in Example 1, 6-bromo-pyrazolo[1,5-a]pyrimidine-2-carboxylic acid is reacted with 6-Methanesulfonyl-1-methyl-1,2,3,4-tetrahydro-isoquinoline to provide the title compound in moderate yield. Starting materials: N(=O)OCCC(C)C (Isoamyl nitrite), FC=1C=CC2=C(NCCO2)C1 (6-fluoro-3,4-dihydro-2H-benzo[1,4]oxazine). The solvent is C(Cl)Cl (DCM). Yields the product FC=1C=CC2=C(N(CCO2)N=O)C1 (6-Fluoro-4-nitroso-3,4-dihydro-2H-benzo[1,4]oxazine). As a reaction SMILES: [N:1](OCCC(C)C)=[O:2].[F:9][C:10]1[CH:11]=[CH:12][C:13]2[O:18][CH2:17][CH2:16][NH:15][C:14]=2[CH:19]=1>C(Cl)Cl>[F:9][C:10]1[CH:11]=[CH:12][C:13]2[O:18][CH2:17][CH2:16][N:15]([N:1]=[O:2])[C:14]=2[CH:19]=1. Reported procedure: Isoamyl nitrite is added to a solution of 6-fluoro-3,4-dihydro-2H-benzo[1,4]oxazine (1 g) in DCM (15 mL) and heated to reflux overnight. The reaction mixture is concentrated in vacuo and the residue is purified by silica gel chromatography eluting with 10% EtOAc in heptane to give 6-Fluoro-4-nitroso-3,4-dihydro-2H-benzo[1,4]oxazine (0.83 g). Starting materials: C1(=CC=CC=C1)C1=CC(=C2C(=N1)C1=C(O2)C=CC=C1)O (2-phenyl-4-hydroxyl-benzo[4,5]furo[3,2-b]pyridine), O=P(Cl)(Cl)Cl (POCl3). Run at temperature 110 celsius, time 2.5 hour. Yields the product ClC1=C2C(=NC(=C1)C1=CC=CC=C1)C1=C(O2)C=CC=C1 (4-chloro-2-phenyl-benzofuro[3,2-b]pyridine). As a reaction SMILES: [C:1]1([C:7]2[N:12]=[C:11]3[C:13]4[CH:19]=[CH:18][CH:17]=[CH:16][C:14]=4[O:15][C:10]3=[C:9](O)[CH:8]=2)[CH:6]=[CH:5][CH:4]=[CH:3][CH:2]=1.O=P(Cl)(Cl)[Cl:23]>>[Cl:23][C:9]1[CH:8]=[C:7]([C:1]2[CH:6]=[CH:5][CH:4]=[CH:3][CH:2]=2)[N:12]=[C:11]2[C:13]3[CH:19]=[CH:18][CH:17]=[CH:16][C:14]=3[O:15][C:10]=12. Procedure: 1D (53.6 mmol) was added to POCl3 (90 mL), heated to dissolve and stirred at 110° C. for 2.5 hours. TLC showed the reaction completed. POCl3 was evaporated under reduced pressure. The residue was cooled and poured into ice-water under stirring. The solids were collected by filtration and dried to give the desired product M1 (11.5 g). Reactants: COc1ccc2c(c1)C(C(=O)O)CCC2, O, CC(C)c1ccc(NCc2ccc(-n3ccnc3)cc2)cc1. Product: COc1ccc2c(c1)C(C(=O)N(Cc1ccc(-n3ccnc3)cc1)c1ccc(C(C)C)cc1)CCC2. As a reaction SMILES: [CH3:1][O:2][c:3]1[cH:4][cH:5][c:6]2[c:11]([cH:12]1)[CH:10]([C:13](=[O:14])[OH:15])[CH2:9][CH2:8][CH2:7]2.[OH2:38].[n:16]1(-[c:21]2[cH:22][cH:23][c:24]([CH2:27][NH:28][c:29]3[cH:30][cH:31][c:32]([CH:35]([CH3:36])[CH3:37])[cH:33][cH:34]3)[cH:25][cH:26]2)[cH:17][n:18][cH:19][cH:20]1>>[CH3:1][O:2][c:3]1[cH:4][cH:5][c:6]2[c:11]([cH:12]1)[CH:10]([C:13](=[O:15])[N:28]([CH2:27][c:24]1[cH:23][cH:22][c:21](-[n:16]3[cH:17][n:18][cH:19][cH:20]3)[cH:26][cH:25]1)[c:29]1[cH:30][cH:31][c:32]([CH:35]([CH3:36])[CH3:37])[cH:33][cH:34]1)[CH2:9][CH2:8][CH2:7]2. Starting materials: [OH-].[Na+] (sodium hydroxide), COC1=CC=C(C(=O)C(CC#N)C)C=C1 ((±)-3-(4'-methoxybenzoyl)-3-methylpropionitrile), Br (hydrogen bromide), C([O-])(O)=O.[Na+] (sodium bicarbonate), nitrile. The solvent is O (water). Conditions: temperature 110 celsius, time 45 minute. Yields the product OC1=CC=C(C(=O)C(CC(=O)O)C)C=C1 ((±)-3-(4'-hydroxybenzoyl)-3-methylpropanoic acid). Isolated yield 78185.6%. RXN SMILES: C[O:2][C:3]1[CH:15]=[CH:14][C:6]([C:7]([CH:9]([CH3:13])[CH2:10]C#N)=[O:8])=[CH:5][CH:4]=1.Br.[OH-].[Na+].[C:19](=[O:22])(O)[O-:20].[Na+]>O>[OH:2][C:3]1[CH:4]=[CH:5][C:6]([C:7]([CH:9]([CH3:10])[CH2:13][C:19]([OH:20])=[O:22])=[O:8])=[CH:14][CH:15]=1 |f:2.3,4.5|. Reported procedure: A 5 L three-necked round-bottomed flask equipped with a reflux condenser connected to a base trap, a glass rod air driven stirrer, and a thermometer was charged with 192.0 g (0.946 mmol) of (±)-3-(4'-methoxybenzoyl)-3-methylpropionitrile from Example G and 48% aqueous hydrogen bromide (1.0 L). The reaction mixture was heated over 1 hr to 65° C. then stirred at this temperature for 45 min (this effected complete hydrolysis of the nitrile moiety). The reaction temperature was increased to 110° C. ... The reactants are B(Br)(Br)Br (Boron tribromide), COC1=CC2=C(C=C1)C1C(CN(CC1)C(=O)OC(C)(C)C)O2 (tert-butyl 7-methoxy-3,4,4a,9a-tetrahydro[1]benzofuro[2,3-c]pyridine-2(1H)-carboxylate), C(=O)(OC(C)(C)C)OC(=O)OC(C)(C)C (di-tert-butyl dicarbonate), [OH-].[Na+] (NaOH). The solvent is C(Cl)Cl (DCM), C(Cl)Cl (DCM), O (H2O). Reaction conditions: time 1 hour. Yields the product OC1=CC2=C(C=C1)C1C(CN(CC1)C(=O)OC(C)(C)C)O2 (Tert-butyl 7-hydroxy-3,4,4a,9a-tetrahydro[1]benzofuro[2,3-c]pyridine-2(1H)-carboxylate). The yield is 230.9%. RXN SMILES: B(Br)(Br)Br.C[O:6][C:7]1[CH:12]=[CH:11][C:10]2[CH:13]3[CH2:18][CH2:17][N:16]([C:19]([O:21][C:22]([CH3:25])([CH3:24])[CH3:23])=[O:20])[CH2:15][CH:14]3[O:26][C:9]=2[CH:8]=1.[OH-].[Na+].C(OC(OC(C)(C)C)=O)(OC(C)(C)C)=O>C(Cl)Cl.O>[OH:6][C:7]1[CH:12]=[CH:11][C:10]2[CH:13]3[CH2:18][CH2:17][N:16]([C:19]([O:21][C:22]([CH3:24])([CH3:23])[CH3:25])=[O:20])[CH2:15][CH:14]3[O:26][C:9]=2[CH:8]=1 |f:2.3|. Reported procedure: Boron tribromide (285 mL, 1 M, 0.285 mol) in DCM was added over 45 min to a solution of tert-butyl 7-methoxy-3,4,4a,9a-tetrahydro[1]benzofuro[2,3-c]pyridine-2(1H)-carboxylate (33.3 g, 0.11 mol) in DCM (1.2 L). The reaction mixture was kept at 5-8° C. using a water bath cooling. After 1 h stirring, H2O (250 mL) and NaOH (350 mL, 3 M) were added, followed by di-tert-butyl dicarbonate (59.6 g, 0.27 mol). After 16 h stirring, the layers were separated, the organic layer was washed with 0.3 N HCl and...